From a dataset of the Open Reaction Database (ORD), a public repository of structured organic reaction records. describe an organic reaction: reactants, conditions, products, and yield Reactants: O=C([O-])[O-], CN(C)C=O, ClCC#CCCl, Cl, [K+], [K+], Cn1nncc1-c1cc(COC2CCCNC2c2ccccc2)cc(C(F)(F)F)c1. Product: Cn1nncc1-c1cc(COC2CCCN(CC#CCCl)C2c2ccccc2)cc(C(F)(F)F)c1. Reaction SMILES: [C:38](=[O:39])([O-:40])[O-:41].[CH3:44][N:45]([CH3:46])[CH:47]=[O:48].[Cl:32][CH2:33][C:34]#[C:35][CH2:36][Cl:37].[ClH:1].[K+:42].[K+:43].[c:2]1([CH:8]2[NH:9][CH2:10][CH2:11][CH2:12][CH:13]2[O:14][CH2:15][c:16]2[cH:17][c:18](-[c:26]3[cH:27][n:28][n:29][n:30]3[CH3:31])[cH:19][c:20]([C:22]([F:23])([F:24])[F:25])[cH:21]2)[cH:3][cH:4][cH:5][cH:6][cH:7]1>>[c:2]1([CH:8]2[N:9]([CH2:36][C:35]#[C:34][CH2:33][Cl:32])[CH2:10][CH2:11][CH2:12][CH:13]2[O:14][CH2:15][c:16]2[cH:17][c:18](-[c:26]3[cH:27][n:28][n:29][n:30]3[CH3:31])[cH:19][c:20]([C:22]([F:23])([F:24])[F:25])[cH:21]2)[cH:3][cH:4][cH:5][cH:6][cH:7]1. Isolated yield 97.1%. The solvent is CC(=O)C (acetone). The reactants are O (Water), [I-].[Na+] (sodium iodide), [Al] (aluminum), CS(=O)(=O)OCCCC(C)([N+](=O)[O-])C (4-methyl-4-nitropentyl methanesulfonate). Reaction SMILES: [I-:1].[Na+].CS(O[CH2:8][CH2:9][CH2:10][C:11]([CH3:16])([N+:13]([O-:15])=[O:14])[CH3:12])(=O)=O.[Al].O>CC(C)=O>[CH3:12][C:11]([N+:13]([O-:15])=[O:14])([CH3:16])[CH2:10][CH2:9][CH2:8][I:1] |f:0.1|. Yields the product CC(CCCI)(C)[N+](=O)[O-] (4-Methyl-4-nitropentyl iodide). Reaction conditions: time 17 hour. Procedure details: A solution of sodium iodide (17.41 g, 3.9 equiv, 116.6 mmol) in acetone (100 mL, 0.3 M) was added a flask which contained 4-methyl-4-nitropentyl methanesulfonate (6.73 g, 29.9 mmol). The flask was sealed with a septum and covered with aluminum foil and allowed to stir for 17 h. Water (20 ml) was added to the suspension and the acetone was removed by rotovap at reduced pressure. The aqueous solution was extracted with ethyl acetate (150 mL) and washed with 5% aqueous sodium thiosulfate solution (... Reported procedure: A mixture of 4-fluoro-2-nitrophenol(1 g, 4.64 mmol) and tin (II) chloride (5.4 g, 24.2 mmol) in ethanol(50 mL) was heated at 80° C. under argon. After 2 hours, the starting material had disappeared and the solution was allowed to cool down and then poured into ice. The pH is made slightly basic (pH7-8), by addition of solid NaOH, before being extracted with ethyl acetate. The organic phase was washed with brine, dried over MgSO4 and filtered. The solvent was evaporated and chromatography of the ... Run in C(C)O (ethanol). Yields the product NC1=C(C=CC(=C1)F)O (2-amino-4-fluorophenol). Starting materials: FC1=CC(=C(C=C1)O)[N+](=O)[O-] (4-fluoro-2-nitrophenol), [Sn](Cl)Cl (tin (II) chloride), [OH-].[Na+] (NaOH). RXN SMILES: [F:1][C:2]1[CH:7]=[CH:6][C:5]([OH:8])=[C:4]([N+:9]([O-])=O)[CH:3]=1.[Sn](Cl)Cl.[OH-].[Na+]>C(O)C>[NH2:9][C:4]1[CH:3]=[C:2]([F:1])[CH:7]=[CH:6][C:5]=1[OH:8] |f:2.3|. Run at temperature 80 celsius, time 2 hour. The yield is 105.5%. Starting materials: C(C)(C)(C)OC(=O)N1CCC2=C(CC1)C(=C(C=C2)Cl)CS (3-tert-butoxycarbonyl-7-chloro-6-mercaptomethyl-2,3,4,5-tetrahydro-1H-benzo[d]azepine), BrC1=CN=C(S1)NCC1CC1 (N-(5-bromothiazol-2-yl)-cyclopropylmethylamine), C([O-])([O-])=O.[Cs+].[Cs+] (cesium carbonate). Run in CN(C)C=O (DMF). Conditions: time 8 hour. Product: C(C)(C)(C)OC(=O)N1CCC2=C(CC1)C(=C(C=C2)Cl)CSC2=CN=C(S2)NCC2CC2 (3-tert-butoxycarbonyl-7-chloro-6-[2-(cyclopropylmethyl-amino)-thiazol-5-ylthiomethyl]-2,3,4,5-tetrahydro-1H-benzo[d]azepine). Yield: 43.5%. Reaction SMILES: [C:1]([O:5][C:6]([N:8]1[CH2:14][CH2:13][C:12]2[C:15]([CH2:20][SH:21])=[C:16]([Cl:19])[CH:17]=[CH:18][C:11]=2[CH2:10][CH2:9]1)=[O:7])([CH3:4])([CH3:3])[CH3:2].Br[C:23]1[S:27][C:26]([NH:28][CH2:29][CH:30]2[CH2:32][CH2:31]2)=[N:25][CH:24]=1.C(=O)([O-])[O-].[Cs+].[Cs+]>CN(C=O)C>[C:1]([O:5][C:6]([N:8]1[CH2:14][CH2:13][C:12]2[C:15]([CH2:20][S:21][C:23]3[S:27][C:26]([NH:28][CH2:29][CH:30]4[CH2:32][CH2:31]4)=[N:25][CH:24]=3)=[C:16]([Cl:19])[CH:17]=[CH:18][C:11]=2[CH2:10][CH2:9]1)=[O:7])([CH3:4])([CH3:2])[CH3:3] |f:2.3.4|. Reported procedure: To a solution of 3-tert-butoxycarbonyl-7-chloro-6-mercaptomethyl-2,3,4,5-tetrahydro-1H-benzo[d]azepine (0.202 g, 0.617 mmol) and N-(5-bromothiazol-2-yl)-cyclopropylmethylamine (0.14 g, 0.62 mmol) in anhydrous DMF (6.2 mL) at room temperature add cesium carbonate (0.22 g, 0.68 mmol). Stir at room temperature overnight and partition the reaction mixture between saturated aqueous NaHCO3 (50 mL) and DCM (100 mL). Dry the organic extract over Na2SO4, filter and concentrate in vacuo. Dissolve the resi...